This data is from the Open Reaction Database (ORD), a public repository of structured organic reaction records. The task is: describe an organic reaction: reactants, conditions, products, and yield Reactants: [H-].[Na+] (Sodium hydride), C(CC(=O)OCC)(=O)OCC (diethyl malonate), O (water), BrCC1=NC(=CC2=CC=CC=C12)C1=CC=CC=C1 (1-bromomethyl-3-phenylisoquinoline). The solvent is O1CCCC1 (tetrahydrofuran), O1CCCC1 (tetrahydrofuran), O1CCCC1 (tetrahydrofuran). Run at temperature 20 celsius, time 1 hour. The product is C1(=CC=CC=C1)C=1N=C(C2=CC=CC=C2C1)CCC(=O)O (3-Phenyl-1-isoquinolinepropanoic acid). Yield: 44.5%. Reaction SMILES: [H-].[Na+].[C:3]([O:11]CC)(=[O:10])[CH2:4][C:5](OCC)=O.BrC[C:16]1[C:25]2[C:20](=[CH:21][CH:22]=[CH:23][CH:24]=2)[CH:19]=[C:18]([C:26]2[CH:31]=[CH:30][CH:29]=[CH:28][CH:27]=2)[N:17]=1.O>O1CCCC1>[C:26]1([C:18]2[N:17]=[C:16]([CH2:5][CH2:4][C:3]([OH:11])=[O:10])[C:25]3[C:20]([CH:19]=2)=[CH:21][CH:22]=[CH:23][CH:24]=3)[CH:31]=[CH:30][CH:29]=[CH:28][CH:27]=1 |f:0.1|. Reported procedure: Sodium hydride (6.5 g, 80% strength in oil) is placed with tetrahydrofuran (160 cc) under nitrogen, and a solution of diethyl malonate (34.9 g) in anhydrous tetrahydrofuran (200 cc) is added dropwise. After 1 hour's stirring at room temperature (approximately 20° C.), a solution of 1-bromomethyl-3-phenylisoquinoline (16.2 g) in anhydrous tetrahydrofuran (200 cc) is added. After 20 hours' stirring at 20° C., water (200 cc) is added and the aqueous phase extracted with ethyl acetate. The organic p... Starting materials: NC1=NC=2C=C(C=CC2C2=C1N=C(N2CCCCNC(OC(C)(C)C)=O)COCC)OCCCN2C(CCC2)=O (tert-butyl 4-{4-amino-2-(ethoxymethyl)-7-[3-(2-oxopyrrolidin-1-yl)propoxy]-1H-imidazo[4,5-c]quinolin-1-yl}butylcarbamate), Cl (hydrogen chloride). Yields the product Cl.Cl.NC1=NC=2C=C(C=CC2C2=C1N=C(N2CCCCN)COCC)OCCCN2C(CCC2)=O (1-(3-{[4-amino-1-(4-aminobutyl)-2-(ethoxymethyl)-1H-imidazo[4,5-c]quinolin-7-yl]oxy}propyl)pyrrolidin-2-one dihydrochloride). Procedure: A solution of tert-butyl 4-{4-amino-2-(ethoxymethyl)-7-[3-(2-oxopyrrolidin-1-yl)propoxy]-1H-imidazo[4,5-c]quinolin-1-yl}butylcarbamate (prepared as described in Example 397, 2.90 g, 5.23 mmol) in 4 M ethanolic hydrogen chloride was heated at reflux for 2 hours. The solution was allowed to cool to room temperature and a precipitate formed that was isolated by filtration to afford 2.52 g of 1-(3-{[4-amino-1-(4-aminobutyl)-2-(ethoxymethyl)-1H-imidazo[4,5-c]quinolin-7-yl]oxy}propyl)pyrrolidin-2-one ... Reaction SMILES: [NH2:1][C:2]1[C:11]2[N:12]=[C:13]([CH2:27][O:28][CH2:29][CH3:30])[N:14]([CH2:15][CH2:16][CH2:17][CH2:18][NH:19]C(=O)OC(C)(C)C)[C:10]=2[C:9]2[CH:8]=[CH:7][C:6]([O:31][CH2:32][CH2:33][CH2:34][N:35]3[CH2:39][CH2:38][CH2:37][C:36]3=[O:40])=[CH:5][C:4]=2[N:3]=1.[ClH:41]>>[ClH:41].[ClH:41].[NH2:1][C:2]1[C:11]2[N:12]=[C:13]([CH2:27][O:28][CH2:29][CH3:30])[N:14]([CH2:15][CH2:16][CH2:17][CH2:18][NH2:19])[C:10]=2[C:9]2[CH:8]=[CH:7][C:6]([O:31][CH2:32][CH2:33][CH2:34][N:35]3[CH2:39][CH2:38][CH2:37][C:36]3=[O:40])=[CH:5][C:4]=2[N:3]=1 |f:2.3.4|. Starting materials: Cl.C(C)OC(=O)C1(CC(C1)C)N (1-Amino-3-methyl-cyclobutanecarboxylic acid ethyl ester hydrochloride), COC1=C(C=C(C(=O)O)C=C1)OCCC=1C=C(C=CC1)C (4-methoxy-3-(2-m-tolyl-ethoxy)-benzoic acid), ester. The product is COC1=C(C=C(C(=O)NC2(CC(C2)C)C(=O)O)C=C1)OCCC=1C=C(C=CC1)C (1-[4-Methoxy-3-(2-m-tolyl-ethoxy)-benzoylamino]-3-methyl-cyclobutanecarboxylic acid). Reaction SMILES: Cl.C([O:4][C:5]([C:7]1([NH2:12])[CH2:10][CH:9]([CH3:11])[CH2:8]1)=[O:6])C.[CH3:13][O:14][C:15]1[CH:23]=[CH:22][C:18]([C:19](O)=[O:20])=[CH:17][C:16]=1[O:24][CH2:25][CH2:26][C:27]1[CH:28]=[C:29]([CH3:33])[CH:30]=[CH:31][CH:32]=1>>[CH3:13][O:14][C:15]1[CH:23]=[CH:22][C:18]([C:19]([NH:12][C:7]2([C:5]([OH:4])=[O:6])[CH2:8][CH:9]([CH3:11])[CH2:10]2)=[O:20])=[CH:17][C:16]=1[O:24][CH2:25][CH2:26][C:27]1[CH:28]=[C:29]([CH3:33])[CH:30]=[CH:31][CH:32]=1 |f:0.1|. Procedure: The compound of step 1 (65 mg, 0.413 mmol) was coupled to 4-methoxy-3-(2-m-tolyl-ethoxy)-benzoic acid in analogy to step 1 of example 3. The ester intermediate was hydrolyzed in analogy to step 4 of example 1 to yield the title compound as mixture of the cis isomer and the trans isomer. Starting materials: [C@@H]([C@@H](C(=O)O)Br)(C(=O)O)Br (meso-2,3-dibromosuccinic acid), C(C1=CC=CC=C1)N (benzylamine), Cl (hydrochloric acid). The solvent is alcohol. Reaction conditions: temperature 50 celsius. Product: C(C1=CC=CC=C1)NC(C(=O)O)C(C(=O)O)NCC1=CC=CC=C1 (2,3-Bis(benzylamino)succinic acid). As a reaction SMILES: [C@H:1](Br)([C:7]([OH:9])=[O:8])[C@H:2](Br)[C:3]([OH:5])=[O:4].[CH2:11]([NH2:18])[C:12]1[CH:17]=[CH:16][CH:15]=[CH:14][CH:13]=1.Cl>>[CH2:11]([NH:18][CH:2]([CH:1]([NH:18][CH2:11][C:12]1[CH:17]=[CH:16][CH:15]=[CH:14][CH:13]=1)[C:7]([OH:9])=[O:8])[C:3]([OH:5])=[O:4])[C:12]1[CH:17]=[CH:16][CH:15]=[CH:14][CH:13]=1. Reported procedure: To a mechanically stirred solution of meso-2,3-dibromosuccinic acid (27.6 g, 0.100 mol) in alcohol (200 ml) was slowly added benzylamine (85 g, 0.80 mol) at ambient temperature. After complete addition the mixture was refluxed overnight. A heavy precipitate of salts appeared. The mixture was cooled to 50° C. and concentrated hydrochloric acid was added until pH was 4-5. The precipitate was filtered off, washed several times with water and alcohol and dried. The reactants are CC(C)(N)COc1ccc(O)c(C(N)=O)c1, N#Cc1ccccc1OCC1CO1, C1COCCO1. Yields the product CC(C)(COc1ccc(O)c(C(N)=O)c1)NCC(O)COc1ccccc1C#N. Reaction SMILES: [NH2:1][C:2]([CH2:3][O:4][c:5]1[cH:6][cH:7][c:8]([OH:14])[c:9]([C:10](=[O:11])[NH2:12])[cH:13]1)([CH3:15])[CH3:16].[O:17]1[CH:18]([CH2:19][O:20][c:21]2[c:22]([C:23]#[N:24])[cH:25][cH:26][cH:27][cH:28]2)[CH2:29]1.[O:30]1[CH2:31][CH2:32][O:33][CH2:34][CH2:35]1>>[NH:1]([C:2]([CH2:3][O:4][c:5]1[cH:6][cH:7][c:8]([OH:14])[c:9]([C:10](=[O:11])[NH2:12])[cH:13]1)([CH3:15])[CH3:16])[CH2:29][CH:18]([OH:17])[CH2:19][O:20][c:21]1[c:22]([C:23]#[N:24])[cH:25][cH:26][cH:27][cH:28]1. Starting materials: 1A, C(C=1C(N)=CC=CC1)(=O)O (anthranilic acid), O1C2=C(CC1)C=C(C=C2)C=O (2,3-dihydrobenzo[b]furan-5-carboxaldehyde). Product: O1CCC2=C1C=CC(=C2)CNC2=C(C(=O)O)C=CC=C2 (2-[(2,3-Dihydro-benzofuran-5-ylmethyl)-amino]-benzoic acid). As a reaction SMILES: [C:1]([OH:10])(=[O:9])[C:2]1[C:3](=[CH:5][CH:6]=[CH:7][CH:8]=1)[NH2:4].[O:11]1[CH2:15][CH2:14][C:13]2[CH:16]=[C:17]([CH:20]=O)[CH:18]=[CH:19][C:12]1=2>>[O:11]1[C:12]2[CH:19]=[CH:18][C:17]([CH2:20][NH:4][C:3]3[CH:5]=[CH:6][CH:7]=[CH:8][C:2]=3[C:1]([OH:10])=[O:9])=[CH:16][C:13]=2[CH2:14][CH2:15]1. Reported procedure: Prepared by a similar procedure as described for preparation 1A, starting from anthranilic acid and 2,3-dihydrobenzo[b]furan-5-carboxaldehyde (Matrix). 13C-NMR (DMSO-d6) δ 169.9, 158.7, 150.6, 134.3, 131.6, 130.9, 127.5, 126.8, 124.0, 114.3, 111.5, 110.1, 108.6, 70.8, 45.6, 29.0. Starting materials: ClC(=O)OCC1=CC=C(C=C1)[N+](=O)[O-] (p-nitrobenzyl chloroformate), OCCN1CCN(CC1)C(=O)[C@H]1N(C[C@H](C1)SCC1=CC=C(C=C1)OC)C(=O)OCC1=CC=C(C=C1)[N+](=O)[O-] ((2S,4S)-2-[4-(2-hydroxyethyl)-1-piperazinylcarbonyl]-4-(4-methoxybenzylthio)-1-(4-nitrobenzyloxycarbonyl)pyrrolidine), C(C)(=O)OCC (ethyl acetate). The reagents and catalysts are CN(C1=CC=NC=C1)C (4-dimethylaminopyridine). The solvent is C(Cl)Cl (methylene chloride), C(Cl)Cl (methylene chloride). Conditions: time 1 hour. The product is [N+](=O)([O-])C1=CC=C(COC(=O)OCCC2(N(CC(C2)SCC2=CC=C(C=C2)OC)C(=O)OCC2=CC=C(C=C2)[N+](=O)[O-])C(=O)N2CCNCC2)C=C1 (2-(4-Nitrobenzyloxycarbonyl)oxyethyl[-1-piperazinylcarbonyl}-4-(4-methoxybenzylthio)-1-(4-nitrobenzyloxycarbonyl)pyrrolidine). RXN SMILES: Cl[C:2]([O:4][CH2:5][C:6]1[CH:11]=[CH:10][C:9]([N+:12]([O-:14])=[O:13])=[CH:8][CH:7]=1)=[O:3].OCC[N:18]1[CH2:23][CH2:22][N:21]([C:24]([C@@H:26]2[CH2:30][C@H:29]([S:31][CH2:32][C:33]3[CH:38]=[CH:37][C:36]([O:39][CH3:40])=[CH:35][CH:34]=3)[CH2:28][N:27]2[C:41]([O:43][CH2:44][C:45]2[CH:50]=[CH:49][C:48]([N+:51]([O-:53])=[O:52])=[CH:47][CH:46]=2)=[O:42])=[O:25])[CH2:20][CH2:19]1.[C:54](OCC)(=[O:56])[CH3:55]>CN(C)C1C=CN=CC=1.C(Cl)Cl>[N+:12]([C:9]1[CH:10]=[CH:11][C:6]([CH2:5][O:4][C:2]([O:56][CH2:54][CH2:55][C:26]2([C:24]([N:21]3[CH2:20][CH2:19][NH:18][CH2:23][CH2:22]3)=[O:25])[CH2:30][CH:29]([S:31][CH2:32][C:33]3[CH:34]=[CH:35][C:36]([O:39][CH3:40])=[CH:37][CH:38]=3)[CH2:28][N:27]2[C:41]([O:43][CH2:44][C:45]2[CH:46]=[CH:47][C:48]([N+:51]([O-:53])=[O:52])=[CH:49][CH:50]=2)=[O:42])=[O:3])=[CH:7][CH:8]=1)([O-:14])=[O:13]. Procedure: 5.86 g of 4-dimethylaminopyridine and a solution of 10.35 g of p-nitrobenzyl chloroformate in 40 ml of anhydrous methylene chloride were added to a solution of 22.35 g of (2S,4S)-2-[4-(2-hydroxyethyl)-1-piperazinylcarbonyl]-4-(4-methoxybenzylthio)-1-(4-nitrobenzyloxycarbonyl)pyrrolidine (prepared as described in Preparation 7) in 160 ml of anhydrous methylene chloride, and the resulting mixture was stirred at room temperature for 1 hour. At the end of this time, the reaction mixture was diluted ...